describe an organic reaction: reactants, conditions, products, and yield From a dataset of the Open Reaction Database (ORD), a public repository of structured organic reaction records. Reactants: OCC1CNCCC1 (3-hydroxymethylpiperidine), C(=O)(OCC1=CC=CC=C1)Cl (CbzCl). Solvent: C(Cl)Cl (CH2Cl2), CCN(CC)CC (Et3N). Run at time 8 hour. Product: C(C1=CC=CC=C1)OC(=O)N1CC(CCC1)CO (3-Hydroxymethylpiperidine-1-carboxylic acid benzyl ester). Yield: 92.2%. RXN SMILES: [OH:1][CH2:2][CH:3]1[CH2:8][CH2:7][CH2:6][NH:5][CH2:4]1.[C:9](Cl)([O:11][CH2:12][C:13]1[CH:18]=[CH:17][CH:16]=[CH:15][CH:14]=1)=[O:10]>C(Cl)Cl.CCN(CC)CC>[CH2:12]([O:11][C:9]([N:5]1[CH2:6][CH2:7][CH2:8][CH:3]([CH2:2][OH:1])[CH2:4]1)=[O:10])[C:13]1[CH:18]=[CH:17][CH:16]=[CH:15][CH:14]=1. Procedure details: To a stirred solution of 3-hydroxymethylpiperidine (1 g, 8.7 mmol) in CH2Cl2 (50 mL) and Et3N (1.12 mml) at 0° C. was added dropwise CbzCl (1.24 mL, 8.7 mmol). The reaction mixture was stirred at room temperature overnight. The mixture was washed with brine, dried over Na2SO4, and concentrated. The residue was purified by chromatography with hexane-EtOAc (2:1) to give a colorless oil (2 g, 94%). 1H NMR (CDCl3) δ 7.35 (m, 5H), 5.12 (m, 2H), 4.20-3.60 (m, 2H), 3.47 (m, 2H), 3.20-2.20 (m, 3H), 1.82...